Dataset: the Open Reaction Database (ORD), a public repository of structured organic reaction records. Task: describe an organic reaction: reactants, conditions, products, and yield The reactants are CCOC(=O)c1ccc(-c2ccc(-c3cc(Oc4ccc(S(C)(=O)=O)cc4)cc(OC(C)COC)c3)[nH]2)nc1, CCOC(C)=O, CCO, Cl, [Na+], [OH-]. The product is COCC(C)Oc1cc(Oc2ccc(S(C)(=O)=O)cc2)cc(-c2ccc(-c3ccc(C(=O)O)cn3)[nH]2)c1. RXN SMILES: [CH3:1][O:2][CH2:3][CH:4]([O:5][c:6]1[cH:7][c:8](-[c:23]2[cH:24][cH:25][c:26](-[c:28]3[n:29][cH:30][c:31]([C:32](=[O:33])[O:34][CH2:35][CH3:36])[cH:37][cH:38]3)[nH:27]2)[cH:9][c:10]([O:12][c:13]2[cH:14][cH:15][c:16]([S:19](=[O:20])(=[O:21])[CH3:22])[cH:17][cH:18]2)[cH:11]1)[CH3:39].[CH3:43][CH2:44][O:45][C:46](=[O:47])[CH3:48].[CH3:49][CH2:50][OH:51].[ClH:42].[Na+:41].[OH-:40]>>[CH3:1][O:2][CH2:3][CH:4]([O:5][c:6]1[cH:7][c:8](-[c:23]2[cH:24][cH:25][c:26](-[c:28]3[n:29][cH:30][c:31]([C:32](=[O:33])[OH:34])[cH:37][cH:38]3)[nH:27]2)[cH:9][c:10]([O:12][c:13]2[cH:14][cH:15][c:16]([S:19](=[O:20])(=[O:21])[CH3:22])[cH:17][cH:18]2)[cH:11]1)[CH3:39]. Starting materials: C(CCC)[Li] (n-butyllithium), FC=1C=C(C=C(C1)F)CCCCC (3,5-Difluoro-1-pentylbenzene), B(OC(C)C)(OC(C)C)OC(C)C (tri-isopropyl borate), Cl (hydrochloric acid). Reported procedure: A solution of n-butyllithium (10.4M in hexane; 2.70 ml, 0.028 mol) was added dropwise to a stirred, cooled (-78° C.) solution of compound 13 (5.00 g, 0.027 mol) in dry THF (60 ml) under dry nitrogen. The stirred mixture was maintained under these conditions for 2.5 h and a previously cooled solution of tri-isopropyl borate (10.22 g, 0.054 mol) in dry THF (50 ml) was added dropwise at -78° C. The stirred mixture was allowed to warm to room temperature overnight and stirred for 1 h with 10% hydroc... Yields the product FC1=C(C(=CC(=C1)CCCCC)F)B(O)O (2,6-Difluoro-4-pentylphenylboronic acid). Run in C1CCOC1 (THF), C1CCOC1 (THF). As a reaction SMILES: C([Li])CCC.[F:6][C:7]1[CH:8]=[C:9]([CH2:14][CH2:15][CH2:16][CH2:17][CH3:18])[CH:10]=[C:11]([F:13])[CH:12]=1.[B:19](OC(C)C)([O:24]C(C)C)[O:20]C(C)C.Cl>C1COCC1>[F:6][C:7]1[CH:8]=[C:9]([CH2:14][CH2:15][CH2:16][CH2:17][CH3:18])[CH:10]=[C:11]([F:13])[C:12]=1[B:19]([OH:24])[OH:20]. Reactants: CCOC(=O)CC(C)=O, [H][H], [I-], [Na+], O. Product: CCOC(=O)CC(C)O. As a reaction SMILES: [C:3]([CH2:4][C:5](=[O:6])[CH3:7])(=[O:8])[O:9][CH2:10][CH3:11].[H:12][H:13].[I-:1].[Na+:2].[OH2:14]>>[C:3]([CH2:4][CH:5]([OH:6])[CH3:7])(=[O:8])[O:9][CH2:10][CH3:11]. Reactants: Cl (hydrochloric acid), CC(C)([O-])C.[K+] (Potassium t-butoxide), O (water), C(C1=CC=CC=C1)OC(=O)NC1=C(C=C(C(=O)OC)C=C1)Cl (methyl 4-benzyloxycarbonylamino-3-chlorobenzoate). The solvent is CS(=O)C (dimethylsulfoxide). Run at time 25 minute. Yields the product C(C1=CC=CC=C1)OC(=O)NC1=C(C=C(C(=O)O)C=C1)Cl (4-benzyloxycarbonylamino-3-chlorobenzoic acid). The yield is 57.2%. Reaction SMILES: CC(C)([O-])C.[K+].[CH2:7]([O:14][C:15]([NH:17][C:18]1[CH:27]=[CH:26][C:21]([C:22]([O:24]C)=[O:23])=[CH:20][C:19]=1[Cl:28])=[O:16])[C:8]1[CH:13]=[CH:12][CH:11]=[CH:10][CH:9]=1.O.Cl>CS(C)=O>[CH2:7]([O:14][C:15]([NH:17][C:18]1[CH:27]=[CH:26][C:21]([C:22]([OH:24])=[O:23])=[CH:20][C:19]=1[Cl:28])=[O:16])[C:8]1[CH:13]=[CH:12][CH:11]=[CH:10][CH:9]=1 |f:0.1|. Procedure: Potassium t-butoxide (24.7 g) was dissolved in dimethylsulfoxide (221 ml) and admixed with methyl 4-benzyloxycarbonylamino-3-chlorobenzoate (4.52 g) and the mixture was stirred at room temperature for 25 minutes. The reaction mixture was poured into water (200 ml), which was then acidified with 1N hydrochloric acid (225 ml) and then extracted with ethyl acetate. The ethyl acetate layer was washed successively with water and saturated brine, and dried over magnesium sulfate. The solvent was disti... The reactants are C(C)OC(=O)C1(CC1)C1=CC=C(C=C1)C1=CC=C(C=C1)C1=C(C(=NO1)C)CSCCC1=CC=CC=C1 (1-[4′-(3-methyl-4-phenethylsulfanylmethyl-isoxazol-5-yl)-biphenyl-4-yl]-cyclopropanecarboxylic acid ethyl ester), [OH-].[Li+] (lithium hydroxide). Run in CO (MeOH), O (H2O). Conditions: temperature 70 celsius, time 3 hour. Yields the product CC1=NOC(=C1CSCCC1=CC=CC=C1)C1=CC=C(C=C1)C1=CC=C(C=C1)C1(CC1)C(=O)O (1-[4′-(3-Methyl-4-phenethylsulfanylmethyl-isoxazol-5-yl)-biphenyl-4-yl]-cyclopropanecarboxylic acid). As a reaction SMILES: C([O:3][C:4]([C:6]1([C:9]2[CH:14]=[CH:13][C:12]([C:15]3[CH:20]=[CH:19][C:18]([C:21]4[O:25][N:24]=[C:23]([CH3:26])[C:22]=4[CH2:27][S:28][CH2:29][CH2:30][C:31]4[CH:36]=[CH:35][CH:34]=[CH:33][CH:32]=4)=[CH:17][CH:16]=3)=[CH:11][CH:10]=2)[CH2:8][CH2:7]1)=[O:5])C.[OH-].[Li+]>CO.O>[CH3:26][C:23]1[C:22]([CH2:27][S:28][CH2:29][CH2:30][C:31]2[CH:32]=[CH:33][CH:34]=[CH:35][CH:36]=2)=[C:21]([C:18]2[CH:19]=[CH:20][C:15]([C:12]3[CH:11]=[CH:10][C:9]([C:6]4([C:4]([OH:5])=[O:3])[CH2:7][CH2:8]4)=[CH:14][CH:13]=3)=[CH:16][CH:17]=2)[O:25][N:24]=1 |f:1.2|. Procedure details: To 1-[4′-(3-methyl-4-phenethylsulfanylmethyl-isoxazol-5-yl)-biphenyl-4-yl]-cyclopropanecarboxylic acid ethyl ester (1.13 mmol) in MeOH and H2O was added lithium hydroxide (excess) and the reaction was stirred at 70° C. for 3 hours. After acidic workup, the crude material was purified by silica gel chromatography to give the title compound. Reactants: FC(C(=O)O)(F)F.ClC=1C=C2CCN(C(C2=CC1)=O)CC1CCNCC1 (6-chloro-2-(4-piperidinylmethyl)-3,4-dihydro-1(2H)-isoquinolinone Trifluoroacetate), C1(=CC=CC=C1)C1=NOC(=C1)C=O (3-phenyl-5-isoxazolecarbaldehyde). Yields the product ClC=1C=C2CCN(C(C2=CC1)=O)CC1CCN(CC1)CC1=CC(=NO1)C1=CC=CC=C1 (6-chloro-2-({1-[(3-phenyl-5-isoxazolyl)methyl]-4-piperidinyl}methyl)-3,4-dihydro-1(2H)-isoquinolinone). Reaction SMILES: FC(F)(F)C(O)=O.[Cl:8][C:9]1[CH:10]=[C:11]2[C:16](=[CH:17][CH:18]=1)[C:15](=[O:19])[N:14]([CH2:20][CH:21]1[CH2:26][CH2:25][NH:24][CH2:23][CH2:22]1)[CH2:13][CH2:12]2.[C:27]1([C:33]2[CH:37]=[C:36]([CH:38]=O)[O:35][N:34]=2)[CH:32]=[CH:31][CH:30]=[CH:29][CH:28]=1>>[Cl:8][C:9]1[CH:10]=[C:11]2[C:16](=[CH:17][CH:18]=1)[C:15](=[O:19])[N:14]([CH2:20][CH:21]1[CH2:26][CH2:25][N:24]([CH2:38][C:36]3[O:35][N:34]=[C:33]([C:27]4[CH:28]=[CH:29][CH:30]=[CH:31][CH:32]=4)[CH:37]=3)[CH2:23][CH2:22]1)[CH2:13][CH2:12]2 |f:0.1|. Procedure: According to the same procedure described in Example 35, using the compound prepared in Example 62 instead of the compound prepared in Example 11 and the compound prepared in Example 7 instead of 4-phenylthiophene-2-carbaldehyde, the title compound having the following physical data was obtained. Starting materials: O=C([O-])Cc1ccccc1Nc1c(Cl)cccc1Cl, CCCN(Cc1cc(C(=O)OCCCCCl)cc(Br)c1N)C1CCCCC1, [Na+]. Reaction SMILES: [Cl:28][c:29]1[c:30]([NH:36][c:37]2[c:38]([CH2:43][C:44](=[O:45])[O-:46])[cH:39][cH:40][cH:41][cH:42]2)[c:31]([Cl:35])[cH:32][cH:33][cH:34]1.[NH2:1][c:2]1[c:3]([Br:27])[cH:4][c:5]([C:6](=[O:7])[O:8][CH2:9][CH2:10][CH2:11][CH2:12][Cl:13])[cH:14][c:15]1[CH2:16][N:17]([CH:18]1[CH2:19][CH2:20][CH2:21][CH2:22][CH2:23]1)[CH2:24][CH2:25][CH3:26].[Na+:47]>>[NH2:1][c:2]1[c:3]([Br:27])[cH:4][c:5]([C:6](=[O:7])[O:8][CH2:9][CH2:10][CH2:11][CH2:12][O:45][C:44]([CH2:43][c:38]2[c:37]([NH:36][c:30]3[c:29]([Cl:28])[cH:34][cH:33][cH:32][c:31]3[Cl:35])[cH:42][cH:41][cH:40][cH:39]2)=[O:46])[cH:14][c:15]1[CH2:16][N:17]([CH:18]1[CH2:19][CH2:20][CH2:21][CH2:22][CH2:23]1)[CH2:24][CH2:25][CH3:26]. Yields the product CCCN(Cc1cc(C(=O)OCCCCOC(=O)Cc2ccccc2Nc2c(Cl)cccc2Cl)cc(Br)c1N)C1CCCCC1. Reactants: ClC1=C(C=CC=C1)C(Cl)C1=CC=C(C=C1)C1=CC=CC=C1 ((2-chlorophenyl)-(biphenyl-4-yl)-chloromethane), N1C=NC=C1 (imidazole), C[O-].[Na+] (sodium methylate). Solvent: C(C)#N (acetonitrile), C(C)#N (acetonitrile). Reaction SMILES: [NH:1]1[CH:5]=[CH:4][N:3]=[CH:2]1.C[O-].[Na+].[Cl:9][C:10]1[CH:15]=[CH:14][CH:13]=[CH:12][C:11]=1[CH:16]([C:18]1[CH:23]=[CH:22][C:21]([C:24]2[CH:29]=[CH:28][CH:27]=[CH:26][CH:25]=2)=[CH:20][CH:19]=1)Cl>C(#N)C>[Cl:9][C:10]1[CH:15]=[CH:14][CH:13]=[CH:12][C:11]=1[CH:16]([N:1]1[CH:5]=[CH:4][N:3]=[CH:2]1)[C:18]1[CH:23]=[CH:22][C:21]([C:24]2[CH:29]=[CH:28][CH:27]=[CH:26][CH:25]=2)=[CH:20][CH:19]=1 |f:1.2|. The product is ClC1=C(C=CC=C1)C(C1=CC=C(C=C1)C1=CC=CC=C1)N1C=NC=C1 ((2-Chlorophenyl)-imidazol-1-yl-(biphenyl-4-yl)methane). Procedure details: A solution of 13.6 g (0.2 mol) of imidazole in 100 ml of acetonitrile is added dropwise to a suspension of 10.8 g (0.13 mol) of sodium methylate in 200 ml of acetonitrile. The resulting sodium imidazole is filtered off and suspended in 300 ml of acetonitrile, and 31.3 g (0.1 mol) of (2-chlorophenyl)-(biphenyl-4-yl)-chloromethane are added. After heating for 24 hours to 80° C., the mixture is allowed to cool, and is filtered. The filtrate is freed from the solvent by distilling the latter off in ... Starting materials: CC(=O)O, Nc1ccc(O)cc1, O, O=C(O)c1ccc(O)cc1C(=O)O. The product is O=C1c2ccc(O)cc2C(=O)N1c1ccc(O)cc1. RXN SMILES: [CH3:23][C:24](=[O:25])[OH:26].[NH2:14][c:15]1[cH:16][cH:17][c:18]([OH:19])[cH:20][cH:21]1.[OH2:22].[OH:1][C:2](=[O:3])[c:4]1[cH:5][cH:6][c:7]([OH:8])[cH:9][c:10]1[C:11]([OH:12])=[O:13]>>[C:2]1(=[O:3])[c:4]2[cH:5][cH:6][c:7]([OH:8])[cH:9][c:10]2[C:11](=[O:13])[N:14]1[c:15]1[cH:16][cH:17][c:18]([OH:19])[cH:20][cH:21]1. Run in C(C)OCC (diethyl ether), CO (methanol), ClCCl (dichloromethane). Procedure details: To a mixture of 6-(3-hydroxypropylcarbamoyloxy)-5-methoxy-4-[2-methyl-3-(3-methyl-2-butenyl)oxiranyl]-1-oxaspiro[2,5]octane (15 mg) and pyridine (12.3 mg) in dichloromethane (1 ml) was added portionwise 4-nitrophenyl chloroformate (32 mg) at ambient temperature. After stirring for 2 hours, 5-methoxy-4-[2-methyl-3-(3-methyl-2-butenyl)oxiranyl]-6-(4-nitrophenoxycarbonyloxypropylcarbamoyloxy)-1-oxaspiro[2,5]octane was prepared in the reaction mixture. To the mixture, 30% methanol solution of methyl... The product is COC1C(C2(CO2)CCC1OC(NCCCOC(=O)OC1=CC=C(C=C1)[N+](=O)[O-])=O)C1(OC1CC=C(C)C)C (5-methoxy-4-[2-methyl-3-(3-methyl-2-butenyl)oxiranyl]-6-(4-nitrophenoxycarbonyloxypropylcarbamoyloxy)-1-oxaspiro[2,5]octane), COC1C(C2(CO2)CCC1OC(NCCCOC(NC)=O)=O)C1(OC1CC=C(C)C)C (5-methoxy-4-[2-methyl-3-[3-methyl-2-butenyl)oxiranyl]-6-[3-(methylcarbamoyloxy)propylcarbamoyloxy]-1-oxaspiro[2,5]octane). Reaction SMILES: [OH:1][CH2:2][CH2:3][CH2:4][NH:5][C:6]([O:8][CH:9]1[CH2:16][CH2:15][C:12]2([O:14][CH2:13]2)[CH:11]([C:17]2([CH3:25])[CH:19]([CH2:20][CH:21]=[C:22]([CH3:24])[CH3:23])[O:18]2)[CH:10]1[O:26][CH3:27])=[O:7].[N:28]1[CH:33]=CC=C[CH:29]=1.Cl[C:35]([O:37][C:38]1[CH:43]=[CH:42][C:41]([N+:44]([O-:46])=[O:45])=[CH:40][CH:39]=1)=[O:36].CN>ClCCl.C(OCC)C.CO>[CH3:27][O:26][CH:10]1[CH:9]([O:8][C:6](=[O:7])[NH:5][CH2:4][CH2:3][CH2:2][O:1][C:35]([O:37][C:38]2[CH:39]=[CH:40][C:41]([N+:44]([O-:46])=[O:45])=[CH:42][CH:43]=2)=[O:36])[CH2:16][CH2:15][C:12]2([O:14][CH2:13]2)[CH:11]1[C:17]1([CH3:25])[CH:19]([CH2:20][CH:21]=[C:22]([CH3:24])[CH3:23])[O:18]1.[CH3:27][O:26][CH:10]1[CH:9]([O:8][C:6](=[O:7])[NH:5][CH2:4][CH2:3][CH2:2][O:1][C:29](=[O:36])[NH:28][CH3:33])[CH2:16][CH2:15][C:12]2([O:14][CH2:13]2)[CH:11]1[C:17]1([CH3:25])[CH:19]([CH2:20][CH:21]=[C:22]([CH3:24])[CH3:23])[O:18]1. Run at time 2 hour. The yield is 160.2%. Starting materials: ClC(=O)OC1=CC=C(C=C1)[N+](=O)[O-] (4-nitrophenyl chloroformate), CN (methylamine), OCCCNC(=O)OC1C(C(C2(CO2)CC1)C1(OC1CC=C(C)C)C)OC (6-(3-hydroxypropylcarbamoyloxy)-5-methoxy-4-[2-methyl-3-(3-methyl-2-butenyl)oxiranyl]-1-oxaspiro[2,5]octane), N1=CC=CC=C1 (pyridine).